The task is: describe an organic reaction: reactants, conditions, products, and yield. This data is from the Open Reaction Database (ORD), a public repository of structured organic reaction records. Starting materials: FC1=CC=C(C=C1)C=1NC=CC1C1=CC=C(C=C1)F (2,3-bis(4-fluorophenyl)-1H-pyrrole), O.O.O.FC(C(=O)C(F)(F)F)(F)F (hexafluoroacetone trihydrate). Reagents/catalysts: O.O.O.FC(C(=O)C(F)(F)F)(F)F (hexafluoroacetone trihydrate). The solvent is C1(=CC=CC=C1)C (toluene). Conditions: time 8 hour. Yields the product FC1=CC=C(C=C1)C=1C=C(NC1C1=CC=C(C=C1)F)C(O)(C(F)(F)F)C(F)(F)F (4,5-Bis(4-fluorophenyl)-α,α-di(trifluoromethyl)-1H-pyrrole-2-methanol). Yield: 63.8%. RXN SMILES: [F:1][C:2]1[CH:7]=[CH:6][C:5]([C:8]2[NH:9][CH:10]=[CH:11][C:12]=2[C:13]2[CH:18]=[CH:17][C:16]([F:19])=[CH:15][CH:14]=2)=[CH:4][CH:3]=1.O.O.O.[F:23][C:24]([F:32])([F:31])[C:25]([C:27]([F:30])([F:29])[F:28])=[O:26]>C1(C)C=CC=CC=1.O.O.O.FC(F)(F)C(C(F)(F)F)=O>[F:19][C:16]1[CH:17]=[CH:18][C:13]([C:12]2[CH:11]=[C:10]([C:25]([C:27]([F:30])([F:29])[F:28])([C:24]([F:32])([F:31])[F:23])[OH:26])[NH:9][C:8]=2[C:5]2[CH:6]=[CH:7][C:2]([F:1])=[CH:3][CH:4]=2)=[CH:14][CH:15]=1 |f:1.2.3.4,6.7.8.9|. Procedure: A mixture of 20.4 g (0.08 mole) of 2,3-bis(4-fluorophenyl)-1H-pyrrole and 19.8 g (0.09 mole) of hexafluoroacetone trihydrate in 300 ml toluene was heated at reflux for 6 hours. Analysis by tlc indicated a small amount of starting material remained so another 1.0 g of hexafluoroacetone trihydrate was added and the mixture was refluxed another 0.5 hour. After stirring at room temperature overnight, the mixture was concentrated by rotary evaporation. The residue was purified by chromatography on 2 ...